Dataset: the Open Reaction Database (ORD), a public repository of structured organic reaction records. Task: describe an organic reaction: reactants, conditions, products, and yield RXN SMILES: [N:1]1([CH2:6][CH2:7][O:8][C:9]2[CH:10]=[C:11]([NH:15][C:16]3[N:21]=[C:20]([C:22]4[S:23][CH:24]=[CH:25][CH:26]=4)[CH:19]=[CH:18][N:17]=3)[CH:12]=[CH:13][CH:14]=2)[CH:5]=[CH:4][N:3]=[CH:2]1.[ClH:27]>C(O)C>[ClH:27].[N:1]1([CH2:6][CH2:7][O:8][C:9]2[CH:10]=[C:11]([NH:15][C:16]3[N:21]=[C:20]([C:22]4[S:23][CH:24]=[CH:25][CH:26]=4)[CH:19]=[CH:18][N:17]=3)[CH:12]=[CH:13][CH:14]=2)[CH:5]=[CH:4][N:3]=[CH:2]1 |f:3.4|. The product is Cl.N1(C=NC=C1)CCOC=1C=C(C=CC1)NC1=NC=CC(=N1)C=1SC=CC1 (N-[3 -[2-(1H-Imidazol-1-yl)ethoxy]phenyl]-4-(2-thienyl)-2-pyrimidinamine hydrochloride). Conditions: temperature 0 celsius. The reactants are N1(C=NC=C1)CCOC=1C=C(C=CC1)NC1=NC=CC(=N1)C=1SC=CC1 (N-[3-[2-(1H-imidazol-1-yl)ethoxy]phenyl]-4(2-thienyl)-2-pyrimidinamine), Cl (HCl). The solvent is C(C)O (ethyl alcohol), C(C)O (ethyl alcohol). Reported procedure: To a solution 1.8394 g of N-[3-[2-(1H-imidazol-1-yl)ethoxy]phenyl]-4(2-thienyl)-2-pyrimidinamine in 25 ml of hot ethyl alcohol is added ml of 3.58N HCl in ethyl alcohol. The solution turns yellow and begins to boil. The reaction mixture is cooled to 0° C., the crystals collected, washed with 1 ml of ethyl alcohol, followed by ether. The yellow crystals are collected and vacuum dried to afford 1.87 g, mp 233°-237° C. Reactants: C1(=CC(=CC=C1)N)N (m-Phenylenediamine), FC(C(CC(=O)OCC)=O)(F)F (ethyl trifluoroacetoacetate), Cl (HCl), O (water). Reagents/catalysts: [Cl-].[Cl-].[Zn+2] (ZnCl2). Solvent: C(C)O (ethanol). The product is NC1=CC=C2C(=CC(NC2=C1)=O)C(F)(F)F (7-amino-4-trifluoromethylquinolone). Yield: 31.4%. As a reaction SMILES: [C:1]1([NH2:8])[CH:6]=[CH:5][CH:4]=[C:3]([NH2:7])[CH:2]=1.[F:9][C:10]([F:20])([F:19])[C:11](=O)[CH2:12][C:13](OCC)=[O:14].O.Cl>C(O)C.[Cl-].[Cl-].[Zn+2]>[NH2:7][C:3]1[CH:2]=[C:1]2[C:6]([C:11]([C:10]([F:20])([F:19])[F:9])=[CH:12][C:13](=[O:14])[NH:8]2)=[CH:5][CH:4]=1 |f:5.6.7|. Procedure: m-Phenylenediamine (28.84 g, 0.26 mole), ethyl trifluoroacetoacetate (49.12 g, 0.26 mole), and ZnCl2 (44 g) were refluxed in 280 ml ethanol containing 10 ml isopropanol for 18 hours. The reaction mixture was poured into 1600 ml iced water containing 10 ml. conc. HCl and let stand at room temperature 2 hours. The solid was filtered, washed with water and air dried. The product was recrystallized from 800 ml boiling ethanol to give 18.63 g (31%) 7-amino-4-trifluoromethylquinolone (AFQ). The reactants are BrC(Br)(Br)Br, ClCCl, ClC(Cl)Cl, CC(C)(C)OC(=O)C=Cc1cccc(CO)n1, c1ccc(P(c2ccccc2)c2ccccc2)cc1. The product is CC(C)(C)OC(=O)C=Cc1cccc(CBr)n1. Reaction SMILES: [C:18]([Br:19])([Br:20])([Br:21])[Br:22].[CH2:42]([Cl:43])[Cl:44].[CH:45]([Cl:46])([Cl:47])[Cl:48].[OH:1][CH2:2][c:3]1[cH:4][cH:5][cH:6][c:7]([CH:9]=[CH:10][C:11](=[O:12])[O:13][C:14]([CH3:15])([CH3:16])[CH3:17])[n:8]1.[c:23]1([P:24]([c:25]2[cH:26][cH:27][cH:28][cH:29][cH:30]2)[c:31]2[cH:32][cH:33][cH:34][cH:35][cH:36]2)[cH:37][cH:38][cH:39][cH:40][cH:41]1>>[CH2:2]([c:3]1[cH:4][cH:5][cH:6][c:7]([CH:9]=[CH:10][C:11](=[O:12])[O:13][C:14]([CH3:15])([CH3:16])[CH3:17])[n:8]1)[Br:19]. The reactants are ClC=1C=C(C(=O)Cl)C=C(C1C)S(N)(=O)=O (3-chloro-4-methyl-5-sulfamoyl-benzoyl chloride), [N+](=[N-])=C (diazomethane). Product: ClC=1C=C(C=C(C1C)S(N)(=O)=O)C(C=[N+]=[N-])=O (3'-chloro-4'-methyl-5'-sulfamoyl-diazoacetophenone). Reaction SMILES: [Cl:1][C:2]1[CH:3]=[C:4]([CH:8]=[C:9]([S:12](=[O:15])(=[O:14])[NH2:13])[C:10]=1[CH3:11])[C:5](Cl)=[O:6].[N+:16](=[CH2:18])=[N-:17]>>[Cl:1][C:2]1[CH:3]=[C:4]([C:5](=[O:6])[CH:18]=[N+:16]=[N-:17])[CH:8]=[C:9]([S:12](=[O:15])(=[O:14])[NH2:13])[C:10]=1[CH3:11]. Procedure: 26.7 g of 3-chloro-4-methyl-5-sulfamoyl-benzoyl chloride were reacted in a manner analogous to that described in Example 1 b with diazomethane to yield the 3'-chloro-4'-methyl-5'-sulfamoyl-diazoacetophenone, M.p. 184° C. The reactants are O=C1NC(=O)C(Cc2ccc(OCc3ccccc3)cc2)O1, C1COCCO1. Product: O=C1NC(=O)C(Cc2ccc(O)cc2)O1. RXN SMILES: [CH2:1]([c:2]1[cH:3][cH:4][cH:5][cH:6][cH:7]1)[O:8][c:9]1[cH:10][cH:11][c:12]([CH2:15][CH:16]2[C:17](=[O:22])[NH:18][C:19](=[O:21])[O:20]2)[cH:13][cH:14]1.[O:23]1[CH2:24][CH2:25][O:26][CH2:27][CH2:28]1>>[OH:8][c:9]1[cH:10][cH:11][c:12]([CH2:15][CH:16]2[C:17](=[O:22])[NH:18][C:19](=[O:21])[O:20]2)[cH:13][cH:14]1. Starting materials: COC(=O)c1nc(-c2ccc(Cl)c(Cl)c2)c(Br)nc1C(F)(F)F, O=C(NC1CCCCC1O)c1nc(-c2cccc(Cl)c2)c(OCC(F)(F)F)nc1C(F)(F)F. The product is O=C(NC1CCCCC1O)c1nc(-c2ccc(Cl)c(Cl)c2)c(OCC(F)(F)F)nc1C(F)(F)F. RXN SMILES: [CH3:34][O:35][C:36]([c:37]1[c:38]([C:39]([F:40])([F:41])[F:42])[n:43][c:44]([Br:45])[c:46](-[c:47]2[cH:48][cH:49][c:50]([Cl:55])[c:51]([Cl:52])[cH:53]2)[n:54]1)=[O:56].[OH:1][CH:2]1[CH:3]([NH:8][C:9](=[O:10])[c:11]2[n:12][c:13](-[c:27]3[cH:28][c:29]([Cl:33])[cH:30][cH:31][cH:32]3)[c:14]([O:21][CH2:22][C:23]([F:24])([F:25])[F:26])[n:15][c:16]2[C:17]([F:18])([F:19])[F:20])[CH2:4][CH2:5][CH2:6][CH2:7]1>>[OH:1][CH:2]1[CH:3]([NH:8][C:9](=[O:10])[c:11]2[n:12][c:13](-[c:27]3[cH:28][c:29]([Cl:33])[c:30]([Cl:55])[cH:31][cH:32]3)[c:14]([O:21][CH2:22][C:23]([F:24])([F:25])[F:26])[n:15][c:16]2[C:17]([F:18])([F:19])[F:20])[CH2:4][CH2:5][CH2:6][CH2:7]1. Starting materials: COC(=O)c1ccc(S(=O)(=O)CCNC(=O)OC(C)(C)C)cc1, ClCCl, Cl, C1COCCO1. The product is Cl, COC(=O)c1ccc(S(=O)(=O)CCN)cc1. RXN SMILES: [C:1]([O:2][C:3](=[O:4])[NH:8][CH2:9][CH2:10][S:11](=[O:12])(=[O:13])[c:14]1[cH:15][cH:16][c:17]([C:18](=[O:19])[O:20][CH3:21])[cH:22][cH:23]1)([CH3:5])([CH3:6])[CH3:7].[Cl:25][CH2:26][Cl:27].[ClH:24].[O:28]1[CH2:29][CH2:30][O:31][CH2:32][CH2:33]1>>[ClH:24].[NH2:8][CH2:9][CH2:10][S:11](=[O:12])(=[O:13])[c:14]1[cH:15][cH:16][c:17]([C:18](=[O:19])[O:20][CH3:21])[cH:22][cH:23]1.